This data is from the Open Reaction Database (ORD), a public repository of structured organic reaction records. The task is: describe an organic reaction: reactants, conditions, products, and yield The product is CC(=CCOC1=CC=C(OC(CNC(OCC)=O)C)C=C1)C (ethyl N-{2-[4-(3-methyl-2-butenoxy)phenoxy]propyl}carbamate). The reactants are CC(=CCOC1=CC=C(OC(CN)C)C=C1)C (2-[4-(3-methyl-2-butenoxy)phenoxy]propylamine), ClC(=O)OCC (ethyl chloroformate), N1=CC=CC=C1 (pyridine). Procedure details: Following the procedure of Example 8, the above propylamine (2.0 g, 8.5 mmol) and ethyl chloroformate (1.01 g, 9.35 mmol) are reacted together, in the presence of pyridine (0.74 g, 9.35 mmol), to give ethyl N-{2-[4-(3-methyl-2-butenoxy)phenoxy]propyl}carbamate, MS m/e 307 (M+). RXN SMILES: [CH3:1][C:2]([CH3:17])=[CH:3][CH2:4][O:5][C:6]1[CH:16]=[CH:15][C:9]([O:10][CH:11]([CH3:14])[CH2:12][NH2:13])=[CH:8][CH:7]=1.Cl[C:19]([O:21][CH2:22][CH3:23])=[O:20].N1C=CC=CC=1>>[CH3:17][C:2]([CH3:1])=[CH:3][CH2:4][O:5][C:6]1[CH:7]=[CH:8][C:9]([O:10][CH:11]([CH3:14])[CH2:12][NH:13][C:19](=[O:20])[O:21][CH2:22][CH3:23])=[CH:15][CH:16]=1. Reactants: C12C(C3CC(CC(C1)C3)C2)N2NC(C2=O)(C)C (2-(Adamantan-2-yl)-4,4-dimethyl-1,2-diazetidin-3-one), BrC1=CC=C(CBr)C=C1 (4-bromobenzyl bromide). The product is BrC1=CC=C(CN2N(C(C2(C)C)=O)C2C3CC4CC(CC2C4)C3)C=C1 (1-(4-bromobenzyl)-4,4-dimethyl-2-(adamantan-2-yl)-1,2-diazetidin-3-one). As a reaction SMILES: [CH:1]12[CH2:10][CH:5]3[CH2:6][CH:7]([CH2:9][CH:3]([CH2:4]3)[CH:2]1[N:11]1[C:14](=[O:15])[C:13]([CH3:17])([CH3:16])[NH:12]1)[CH2:8]2.[Br:18][C:19]1[CH:26]=[CH:25][C:22]([CH2:23]Br)=[CH:21][CH:20]=1>>[Br:18][C:19]1[CH:26]=[CH:25][C:22]([CH2:23][N:12]2[C:13]([CH3:17])([CH3:16])[C:14](=[O:15])[N:11]2[CH:2]2[CH:3]3[CH2:4][CH:5]4[CH2:6][CH:7]([CH2:8][CH:1]2[CH2:10]4)[CH2:9]3)=[CH:21][CH:20]=1. Procedure details: 2-(Adamantan-2-yl)-4,4-dimethyl-1,2-diazetidin-3-one and 4-bromobenzyl bromide were used for a similar reaction and treatment as Process 6 of Example 1, and the title compound was obtained as a white crystalline powder. Starting materials: S(=O)(=O)(C)OCCCCCCCCCCCCCCNC(=O)C=1C=NC(=CC1)N1CCN(CC1)C (N-(14-mesyloxytetradecyl)-6-(4-methyl-1-piperazinyl)pyridine-3-carboxamide), [N+](=O)([O-])[O-] (nitrate). The solvent is C1(=CC=CC=C1)C (toluene). Product: O([N+](=O)[O-])CCCCCCCCCCCCCCNC(=O)C=1C=NC(=CC1)N1CCN(CC1)C (N-(14-Nitroxytetradecyl)-6-(4-methyl-1-piperazinyl)pyridine-3-carboxamide). As a reaction SMILES: S([O:5][CH2:6][CH2:7][CH2:8][CH2:9][CH2:10][CH2:11][CH2:12][CH2:13][CH2:14][CH2:15][CH2:16][CH2:17][CH2:18][CH2:19][NH:20][C:21]([C:23]1[CH:24]=[N:25][C:26]([N:29]2[CH2:34][CH2:33][N:32]([CH3:35])[CH2:31][CH2:30]2)=[CH:27][CH:28]=1)=[O:22])(C)(=O)=O.[N+:36]([O-])([O-:38])=[O:37]>C1(C)C=CC=CC=1>[O:5]([CH2:6][CH2:7][CH2:8][CH2:9][CH2:10][CH2:11][CH2:12][CH2:13][CH2:14][CH2:15][CH2:16][CH2:17][CH2:18][CH2:19][NH:20][C:21]([C:23]1[CH:24]=[N:25][C:26]([N:29]2[CH2:34][CH2:33][N:32]([CH3:35])[CH2:31][CH2:30]2)=[CH:27][CH:28]=1)=[O:22])[N+:36]([O-:38])=[O:37]. Procedure details: To a solution of N-(14-mesyloxytetradecyl)-6-(4-methyl-1-piperazinyl)pyridine-3-carboxamide in toluene was added Amberlyst A-26 (a nitrate form) and the mixture was heated under reflux for 3 hours. The ion-exchange resin was filtered off and the filtrate was distilled off. The residue thus obtained was chromatographed over a silica gel column to afford 0.85 g of the title compound. The reactants are CCO, O=C1c2ccccc2C(=O)N1Cc1n[nH]c(=S)[nH]c1=O. The product is O=C1c2ccccc2C(=O)N1Cc1nnc[nH]c1=O. Reaction SMILES: [CH3:21][CH2:22][OH:23].[O:1]=[c:2]1[nH:3][c:4](=[S:20])[nH:5][n:6][c:7]1[CH2:8][N:9]1[C:10](=[O:19])[c:11]2[cH:12][cH:13][cH:14][cH:15][c:16]2[C:17]1=[O:18]>>[O:1]=[c:2]1[nH:3][cH:4][n:5][n:6][c:7]1[CH2:8][N:9]1[C:10](=[O:19])[c:11]2[cH:12][cH:13][cH:14][cH:15][c:16]2[C:17]1=[O:18].